This data is from the Open Reaction Database (ORD), a public repository of structured organic reaction records. The task is: describe an organic reaction: reactants, conditions, products, and yield Reactants: Cc1noc(C)c1Cn1cc(NCc2ccccc2C#N)cn1, Cl, [Na+], [OH-]. Yields the product Cc1noc(C)c1Cn1cc(N2Cc3ccccc3C2=O)cn1. RXN SMILES: [CH3:1][c:2]1[n:3][o:4][c:5]([CH3:23])[c:6]1[CH2:7][n:8]1[n:9][cH:10][c:11]([NH:13][CH2:14][c:15]2[c:16]([C:17]#[N:18])[cH:19][cH:20][cH:21][cH:22]2)[cH:12]1.[ClH:26].[Na+:25].[OH-:24]>>[CH3:1][c:2]1[n:3][o:4][c:5]([CH3:23])[c:6]1[CH2:7][n:8]1[n:9][cH:10][c:11]([N:13]2[CH2:14][c:15]3[c:16]([cH:19][cH:20][cH:21][cH:22]3)[C:17]2=[O:24])[cH:12]1. Reactants: O=C(OCc1ccccc1)C(CC(=O)N1CC2CCCCC2C1)Cc1ccccc1, CCOC(C)=O. Yields the product O=C(O)C(CC(=O)N1CC2CCCCC2C1)Cc1ccccc1. Reaction SMILES: [CH2:1]([c:2]1[cH:3][cH:4][cH:5][cH:6][cH:7]1)[CH:8]([C:9](=[O:10])[O:11][CH2:12][c:13]1[cH:14][cH:15][cH:16][cH:17][cH:18]1)[CH2:19][C:20](=[O:21])[N:22]1[CH2:23][CH:24]2[CH2:25][CH2:26][CH2:27][CH2:28][CH:29]2[CH2:30]1.[CH3:31][CH2:32][O:33][C:34](=[O:35])[CH3:36]>>[CH2:1]([c:2]1[cH:3][cH:4][cH:5][cH:6][cH:7]1)[CH:8]([C:9](=[O:10])[OH:11])[CH2:19][C:20](=[O:21])[N:22]1[CH2:23][CH:24]2[CH2:25][CH2:26][CH2:27][CH2:28][CH:29]2[CH2:30]1. The reactants are OC(=O)C(C)C1=CC=C(CC(C)C)C=C1 (racemic ibuprofen), N[C@@H](CCCCN)C(=O)O ((S)-lysine), O (water). Solvent: C(C)O (ethanol). Conditions: temperature 25 celsius, time 24 hour. Yields the product OC(=O)[C@@H](C)C1=CC=C(CC(C)C)C=C1.N[C@@H](CCCCN)C(=O)O ((S)-ibuprofen (S)-lysine). Isolated yield 50.6%. RXN SMILES: [OH:1][C:2]([CH:4]([C:6]1[CH:15]=[CH:14][C:9]([CH2:10][CH:11]([CH3:13])[CH3:12])=[CH:8][CH:7]=1)[CH3:5])=[O:3].[NH2:16][C@H:17]([C:23]([OH:25])=[O:24])[CH2:18][CH2:19][CH2:20][CH2:21][NH2:22].O>C(O)C>[OH:3][C:2]([C@H:4]([C:6]1[CH:7]=[CH:8][C:9]([CH2:10][CH:11]([CH3:12])[CH3:13])=[CH:14][CH:15]=1)[CH3:5])=[O:1].[NH2:16][C@H:17]([C:23]([OH:25])=[O:24])[CH2:18][CH2:19][CH2:20][CH2:21][NH2:22] |f:4.5|. Procedure: 167 grams of racemic ibuprofen and 118 grams of (S)-lysine were charged into 180 cc of water and 5.82 liters of ethanol were added. The resulting slurry was agitated and aged at 30° C. for 24 hours. A clear liquor was drawn off through a filter and the liquor cooled to 25° C. The resulting supersaturated liquor was then added to a slurry of 50 grams of 99.4% (S)-ibuprofen-(S)-lysine. The precipitated solid was separated by filtration and the mother liquor recycled to the slurry mixture of racemi... Starting materials: C(C1=CC=CC=C1)OC(=O)N1CCC(CC1)C1=C(C=CC=C1)OCC1=CC=CC=C1 (1-benzyloxycarbonyl-4-(2-benzyloxyphenyl)piperidine). Reagents/catalysts: [Pd] (palladium on carbon). The solvent is O1CCCC1 (tetrahydrofuran). Product: OC1=C(C=CC=C1)C1CCNCC1 (4-(2-Hydroxyphenyl)piperidine). RXN SMILES: C(OC([N:11]1[CH2:16][CH2:15][CH:14]([C:17]2[CH:22]=[CH:21][CH:20]=[CH:19][C:18]=2[O:23]CC2C=CC=CC=2)[CH2:13][CH2:12]1)=O)C1C=CC=CC=1>O1CCCC1.[Pd]>[OH:23][C:18]1[CH:19]=[CH:20][CH:21]=[CH:22][C:17]=1[CH:14]1[CH2:13][CH2:12][NH:11][CH2:16][CH2:15]1. Reported procedure: A solution of 1-benzyloxycarbonyl-4-(2-benzyloxyphenyl)piperidine (1.22 g) in 20 mL of tetrahydrofuran was treated with 10% palladium on carbon catalyst (0.12 g) and hydrogenated at the atmospheric pressure for 16 hours. Upon filtration and evaporation of the filtrate the named product was obtained (0.36 g) as a solid; MS: 178; NMR: 1.8-1.9 (m, 4), 2.7-2.8 (m, 2), 3.0 (m, 1), 3.2 (d, J=12, 2), 5.4 (br, 2), 6.7 (d, J=8, 1), 6.8 (t, J=7, 1), 7.0-7.1 (m, 1), 7.1 (d, J=7, 2). Reported procedure: ((R)-6-Bromo-1,2,3,4-tetrahydro-naphthalen-2-yl)-carbamic acid tert-butyl ester (3.26 g, 10 mmol) was dissolved in dimethylformamide (30 ml). Sodium hydride (50% in oil) (528 mg, 11 mmol) was added and stirred for 15 minutes at room temperature. Allyl bromide (0.95 ml, 11 mmol) was added and the reaction mixture was stirred at room temperature overnight. To the reaction mixture was added H2O (400 ml) and extracted twice with 150 ml diethylether. The organic layer was dried over magnesium sulfate... Yield: 73.7%. The product is C(C)(C)(C)OC(N([C@H]1CC2=CC=C(C=C2CC1)Br)CC=C)=O (Allyl-((R)-6-Bromo-1,2,3,4-tetrahydro-naphthalen-2-yl)-carbamic acid tert-butyl ester). The solvent is CN(C=O)C (dimethylformamide). Conditions: time 15 minute. RXN SMILES: [C:1]([O:5][C:6](=[O:19])[NH:7][C@@H:8]1[CH2:17][CH2:16][C:15]2[C:10](=[CH:11][CH:12]=[C:13]([Br:18])[CH:14]=2)[CH2:9]1)([CH3:4])([CH3:3])[CH3:2].[H-].[Na+].[CH2:22](Br)[CH:23]=[CH2:24].O>CN(C)C=O>[C:1]([O:5][C:6](=[O:19])[N:7]([CH2:24][CH:23]=[CH2:22])[C@@H:8]1[CH2:17][CH2:16][C:15]2[C:10](=[CH:11][CH:12]=[C:13]([Br:18])[CH:14]=2)[CH2:9]1)([CH3:4])([CH3:2])[CH3:3] |f:1.2|. The reactants are O (H2O), C(C)(C)(C)OC(N[C@H]1CC2=CC=C(C=C2CC1)Br)=O (((R)-6-Bromo-1,2,3,4-tetrahydro-naphthalen-2-yl)-carbamic acid tert-butyl ester), C(C=C)Br (Allyl bromide), [H-].[Na+] (Sodium hydride). RXN SMILES: [CH:1](=[O:10])[CH:2]=[CH:3][C:4]1[CH:9]=[CH:8][CH:7]=[CH:6][CH:5]=1.C(O)(=O)C=CC1C=CC=CC=1.ClC(OCC)=O.[BH4-].[Na+]>C1COCC1>[CH2:1]([OH:10])[CH:2]=[CH:3][C:4]1[CH:9]=[CH:8][CH:7]=[CH:6][CH:5]=1 |f:3.4|. The solvent is C1CCOC1 (THF). The product is C(C=CC1=CC=CC=C1)O (cinnamyl alcohol), formula 21. The reactants are C(C=CC1=CC=CC=C1)(=O)O (cinnamic acid), formula 20, C(C=CC1=CC=CC=C1)(=O)O (cinnamic acid), C(C=CC1=CC=CC=C1)=O (cinnamaldehyde), anhydride, [BH4-].[Na+] (sodium borohydride), C(C=CC1=CC=CC=C1)=O (cinnamaldehyde), ClC(=O)OCC (ethyl chloroformate), anhydride, formula 20, C(C=CC1=CC=CC=C1)=O (cinnamaldehyde), carboxylic ester, ester, C(C=CC1=CC=CC=C1)=O (cinnamaldehyde). Procedure details: Scheme 5 illustrates a method for the synthesis of title compounds of general formula I wherein the R1 substituent is an carboxylic ester or similar functional group that can in turn be prepared from an ester. In this synthetic method, a cinnamaldehyde of general formula 22 is used as the starting material. If the cinnamaldehyde derivative of general formula 22 with the desired substitution pattern is not readily available, it may be prepared in two step from the cinnamic acid of general formula... Starting materials: C(C)(C)C1CC=CC(C1C(=O)OCC)C (ethyl 6-isopropyl-2-methyl-3-cyclohexene-1-carboxylate), BrN1C(CCC1=O)=O (N-bromosuccinimide), C1C=CC=CC1 (2,4-cyclohexadiene). Run in C(Cl)(Cl)(Cl)Cl (CCl4). Reaction conditions: temperature 120 celsius, time 3 hour. The product is C(C)(C)C1CC=CC(=C1C(=O)OCC)C (ethyl 6-isopropyl-2-methylcyclohexadiene-1-carboxylate). As a reaction SMILES: [CH:1]([CH:4]1[CH:9]([C:10]([O:12][CH2:13][CH3:14])=[O:11])[CH:8]([CH3:15])[CH:7]=[CH:6][CH2:5]1)([CH3:3])[CH3:2].BrN1C(=O)CCC1=O.C1CC=CC=C1>C(Cl)(Cl)(Cl)Cl>[CH:1]([CH:4]1[C:9]([C:10]([O:12][CH2:13][CH3:14])=[O:11])=[C:8]([CH3:15])[CH:7]=[CH:6][CH2:5]1)([CH3:3])[CH3:2]. Reported procedure: A mixture of 10.5 g (0.05 mol) of ethyl 6-isopropyl-2-methyl-3-cyclohexene-1-carboxylate (mixture of isomers obtained according to Example 1) and 9.8 g (0.055 mol) of N-bromosuccinimide dissolved in 75 ml of CCl4 was stirred for 3 hours under reflux. After cooling the reaction mixture was filtered and the filter cake was washed with some cold CCl4. The filtrate was evaporated down and the evaporation residue dissolved in 50 ml of dimethylformamide. 1.2 g of LiF and 3.4 g of Li2CO3 were added to ... Yields the product CC(=O)N1CCN(c2cc(-c3ccccc3C)c3c(n2)OCCCN(Cc2cc(C(F)(F)F)cc(C(F)(F)F)c2)C3=O)CC1. Starting materials: CC(=O)N1CCNCC1, Cc1ccccc1-c1cc(Cl)nc2c1C(=O)N(Cc1cc(C(F)(F)F)cc(C(F)(F)F)c1)CCCO2, O. As a reaction SMILES: [C:37]([CH3:38])(=[O:39])[N:40]1[CH2:41][CH2:42][NH:43][CH2:44][CH2:45]1.[F:1][C:2]([c:3]1[cH:4][c:5]([CH2:6][N:7]2[C:8](=[O:27])[c:9]3[c:10]([n:15][c:16]([Cl:26])[cH:17][c:18]3-[c:19]3[c:20]([CH3:25])[cH:21][cH:22][cH:23][cH:24]3)[O:11][CH2:12][CH2:13][CH2:14]2)[cH:28][c:29]([C:31]([F:32])([F:33])[F:34])[cH:30]1)([F:35])[F:36].[OH2:46]>>[F:1][C:2]([c:3]1[cH:4][c:5]([CH2:6][N:7]2[C:8](=[O:27])[c:9]3[c:10]([n:15][c:16]([N:43]4[CH2:42][CH2:41][N:40]([C:37]([CH3:38])=[O:39])[CH2:45][CH2:44]4)[cH:17][c:18]3-[c:19]3[c:20]([CH3:25])[cH:21][cH:22][cH:23][cH:24]3)[O:11][CH2:12][CH2:13][CH2:14]2)[cH:28][c:29]([C:31]([F:32])([F:33])[F:34])[cH:30]1)([F:35])[F:36].